From a dataset of the Open Reaction Database (ORD), a public repository of structured organic reaction records. describe an organic reaction: reactants, conditions, products, and yield The reactants are COC(=O)CC(C)(CCCN1CCC(NC(=O)c2ccccc2-c2ccc(C(F)(F)F)cc2)CC1)c1ccccc1, CI, CN(C)C=O, [H-], [Na+]. Product: COC(=O)CC(C)(CCCN1CCC(N(C)C(=O)c2ccccc2-c2ccc(C(F)(F)F)cc2)CC1)c1ccccc1. Reaction SMILES: [CH3:3][C:4]([CH2:5][C:6](=[O:7])[O:8][CH3:9])([CH2:10][CH2:11][CH2:12][N:13]1[CH2:14][CH2:15][CH:16]([NH:19][C:20](=[O:21])[c:22]2[c:23](-[c:28]3[cH:29][cH:30][c:31]([C:34]([F:35])([F:36])[F:37])[cH:32][cH:33]3)[cH:24][cH:25][cH:26][cH:27]2)[CH2:17][CH2:18]1)[c:38]1[cH:39][cH:40][cH:41][cH:42][cH:43]1.[CH3:44][I:45].[CH3:46][N:47]([CH3:48])[CH:49]=[O:50].[H-:1].[Na+:2]>>[CH3:3][C:4]([CH2:5][C:6](=[O:7])[O:8][CH3:9])([CH2:10][CH2:11][CH2:12][N:13]1[CH2:14][CH2:15][CH:16]([N:19]([C:20](=[O:21])[c:22]2[c:23](-[c:28]3[cH:29][cH:30][c:31]([C:34]([F:35])([F:36])[F:37])[cH:32][cH:33]3)[cH:24][cH:25][cH:26][cH:27]2)[CH3:44])[CH2:17][CH2:18]1)[c:38]1[cH:39][cH:40][cH:41][cH:42][cH:43]1. Reactants: ClCCl, CC1=NC(c2ccccc2)(c2ccccc2)C(=O)N1CC(=O)c1ccc(C(=O)O)cc1, CC(C)C(C)N, C(=NC1CCCCC1)=NC1CCCCC1. Yields the product CC1=NC(c2ccccc2)(c2ccccc2)C(=O)N1CC(=O)c1ccc(C(=O)NC(C)C(C)C)cc1. Reaction SMILES: [CH2:53]([Cl:54])[Cl:55].[CH3:1][C:2]1=[N:6][C:5]([c:7]2[cH:8][cH:9][cH:10][cH:11][cH:12]2)([c:13]2[cH:14][cH:15][cH:16][cH:17][cH:18]2)[C:4](=[O:19])[N:3]1[CH2:20][C:21](=[O:22])[c:23]1[cH:24][cH:25][c:26]([C:27](=[O:28])[OH:29])[cH:30][cH:31]1.[CH3:32][CH:33]([CH:34]([CH3:35])[NH2:36])[CH3:37].[CH:38]1([N:39]=[C:40]=[N:41][CH:42]2[CH2:43][CH2:44][CH2:45][CH2:46][CH2:47]2)[CH2:48][CH2:49][CH2:50][CH2:51][CH2:52]1>>[CH3:1][C:2]1=[N:6][C:5]([c:7]2[cH:8][cH:9][cH:10][cH:11][cH:12]2)([c:13]2[cH:14][cH:15][cH:16][cH:17][cH:18]2)[C:4](=[O:19])[N:3]1[CH2:20][C:21](=[O:22])[c:23]1[cH:24][cH:25][c:26]([C:27](=[O:29])[NH:36][CH:34]([CH:33]([CH3:32])[CH3:37])[CH3:35])[cH:30][cH:31]1. Reactants: C([O-])([O-])=O.[K+].[K+] (potassium carbonate), FC(C(F)(F)F)OC(C(OC(COCCCCCBr)(F)F)(F)F)(F)F (5-(2-(2-(tetrafluoroethoxy)tetrafluoroethoxy)-2,2 -difluoroethoxy)-1-bromopentane), C(CCCCCC)OC=1C=NC(=NC1)C1=CC=C(C=C1)O (5 -heptyloxy-2-(4-hydroxyphenyl)pyrimidine). Solvent: C(C)#N (acetonitrile). Product: C(CCCCCC)OC=1C=NC(=NC1)C1=CC=C(C=C1)OCCCCCOCC(F)(F)OC(C(OC(C(F)(F)F)F)(F)F)(F)F (5-Heptyloxy-2-[4-(5-(2-(2 -(tetrafluoroethoxy)tetrafluoroethoxy)-2,2 -difluoroethoxy)pentyloxy)phenyl]pyrimidine), crude product. RXN SMILES: [F:1][CH:2]([O:7][C:8]([F:25])([F:24])[C:9]([F:23])([F:22])[O:10][C:11]([F:21])([F:20])[CH2:12][O:13][CH2:14][CH2:15][CH2:16][CH2:17][CH2:18]Br)[C:3]([F:6])([F:5])[F:4].[CH2:26]([O:33][C:34]1[CH:35]=[N:36][C:37]([C:40]2[CH:45]=[CH:44][C:43]([OH:46])=[CH:42][CH:41]=2)=[N:38][CH:39]=1)[CH2:27][CH2:28][CH2:29][CH2:30][CH2:31][CH3:32].C(=O)([O-])[O-].[K+].[K+]>C(#N)C>[CH2:26]([O:33][C:34]1[CH:39]=[N:38][C:37]([C:40]2[CH:41]=[CH:42][C:43]([O:46][CH2:18][CH2:17][CH2:16][CH2:15][CH2:14][O:13][CH2:12][C:11]([O:10][C:9]([F:23])([F:22])[C:8]([F:25])([F:24])[O:7][CH:2]([F:1])[C:3]([F:6])([F:5])[F:4])([F:21])[F:20])=[CH:44][CH:45]=2)=[N:36][CH:35]=1)[CH2:27][CH2:28][CH2:29][CH2:30][CH2:31][CH3:32] |f:2.3.4|. Procedure details: Using essentially the procedure of Comparative Example A, the title compound was prepared by combining 5-(2-(2-(tetrafluoroethoxy)tetrafluoroethoxy)-2,2 -difluoroethoxy)-1-bromopentane (7.2 g, 15.0 mmol), 5 -heptyloxy-2-(4-hydroxyphenyl)pyrimidine (3 g, 11.0 mmol), potassium carbonate (1.6 g, 12.7 mmol), and acetonitrile (50 mL). The resulting crude product was isolated and purified essentially as in Comparative Example A to yield 4.95 g. Starting materials: ClC1=CC=CC=2N1N=C(C2C=O)C2=CC=C(C=C2)OC (7-chloro-2-(4-methoxyphenyl)pyrazolo[1,5-a]pyridine-3-carbaldehyde), C(#C)[Mg]Br (ethynylmagnesium bromide). The product is ClC1=CC=CC=2N1N=C(C2C(C#C)O)C2=CC=C(C=C2)OC (1-[7-chloro-2-(4-methoxyphenyl)pyrazolo[1,5-a]pyridin-3-yl]-2-propyn-1-ol). Isolated yield 93.8%. As a reaction SMILES: [Cl:1][C:2]1[N:7]2[N:8]=[C:9]([C:13]3[CH:18]=[CH:17][C:16]([O:19][CH3:20])=[CH:15][CH:14]=3)[C:10]([CH:11]=[O:12])=[C:6]2[CH:5]=[CH:4][CH:3]=1.[C:21]([Mg]Br)#[CH:22]>>[Cl:1][C:2]1[N:7]2[N:8]=[C:9]([C:13]3[CH:18]=[CH:17][C:16]([O:19][CH3:20])=[CH:15][CH:14]=3)[C:10]([CH:11]([OH:12])[C:21]#[CH:22])=[C:6]2[CH:5]=[CH:4][CH:3]=1. Procedure: In a similar manner as described in Example 46 from 7-chloro-2-(4-methoxyphenyl)pyrazolo[1,5-a]pyridine-3-carbaldehyde (5.11 g, 17.8 mmol) and ethynylmagnesium bromide (89 mL, 0.5 M in tetrahydrofuran, 44.6 mmol) at 0° C. was obtained 1-[7-chloro-2-(4-methoxyphenyl)pyrazolo[1,5-a]pyridin-3-yl]-2-propyn-1-ol (5.22 g, 94%) as an off-white solid. 1H NMR (CDCl3): δ 8.02 (d, 1 H), 7.73 (d, 2 H), 7.18 (t, 1 H), 7.02 (d, 2 H), 6.97 (d, 1 H), 5.79 (m, 1 H), 3.87 (s, 3 H), 2.68 (m, 1 H), 2.25 (d, 1H). Reactants: Cl.N(=[N+]=[N-])CCC1=C(C=CC=C1)C1NC2=CC=CC=C2C(=N1)N (2-(2-(2-Azidoethyl)phenyl)-1,2-dihydro-4-quinazolinamine hydrochloride), [Sn](Cl)Cl (tin dichloride). Run in CO (methanol). Conditions: time 2 hour. Product: Cl.Cl.NCCC1=C(C=CC=C1)C1NC2=CC=CC=C2C(=N1)N (2-(2-(2-Aminoethyl)phenyl)-1,2-dihydro-4-quinazolinamine dihydrochloride). Reaction SMILES: [ClH:1].[N:2]([CH2:5][CH2:6][C:7]1[CH:12]=[CH:11][CH:10]=[CH:9][C:8]=1[CH:13]1[N:22]=[C:21]([NH2:23])[C:20]2[C:15](=[CH:16][CH:17]=[CH:18][CH:19]=2)[NH:14]1)=[N+]=[N-].[Sn](Cl)[Cl:25]>CO>[ClH:25].[ClH:1].[NH2:2][CH2:5][CH2:6][C:7]1[CH:12]=[CH:11][CH:10]=[CH:9][C:8]=1[CH:13]1[N:22]=[C:21]([NH2:23])[C:20]2[C:15](=[CH:16][CH:17]=[CH:18][CH:19]=2)[NH:14]1 |f:0.1,4.5.6|. Procedure: To a solution of 2-(2-(2-azidoethyl)phenyl)-1,2-dihydro-4-quinazolinamine hydrochloride (Example 50, 0.38 g, 1.16 mmol) in methanol (10 ml) was added tin dichloride (0.33 g, 1.73 mmol) and the mixture stirred for 2 h (effervescence). Evaporation and purification by RPHPLC eluting with trifluoroacetic acid/water/methanol (1:90:10, increasing the gradient to 1:5:95) gave the product, MS (+FAB) 266 ([M+H]+), 1H NMR (d6 -DMSO) 10.07 (1H, s), 9.29 (1H, s), 8.51 (1H, s), 7.98 (2H, s), 7.91 (1H, s), 7....